This data is from the Open Reaction Database (ORD), a public repository of structured organic reaction records. The task is: describe an organic reaction: reactants, conditions, products, and yield The product is O=C1c2ccccc2CN1Cc1cccc(Cl)c1. Reaction SMILES: [Br:11][CH2:12][c:13]1[cH:14][c:15]([Cl:19])[cH:16][cH:17][cH:18]1.[C:1]1(=[O:10])[NH:2][CH2:3][c:4]2[cH:5][cH:6][cH:7][cH:8][c:9]21.[C:20](=[O:21])([O-:22])[O-:23].[CH3:44][C:45](=[O:46])[CH3:47].[CH3:48][CH2:49][CH2:50][CH2:51][CH2:52][CH3:53].[CH3:54][CH2:55][O:56][C:57](=[O:58])[CH3:59].[Cs+:24].[Cs+:25].[O:26]1[CH2:27][CH2:28][O:29][CH2:30][CH2:31][O:32][CH2:33][CH2:34][O:35][CH2:36][CH2:37][O:38][CH2:39][CH2:40][O:41][CH2:42][CH2:43]1>>[C:1]1(=[O:10])[N:2]([CH2:12][c:13]2[cH:14][c:15]([Cl:19])[cH:16][cH:17][cH:18]2)[CH2:3][c:4]2[cH:5][cH:6][cH:7][cH:8][c:9]21. The reactants are Clc1cccc(CBr)c1, O=C1NCc2ccccc21, O=C([O-])[O-], CC(C)=O, CCCCCC, CCOC(C)=O, [Cs+], [Cs+], C1COCCOCCOCCOCCOCCO1.